From a dataset of the Open Reaction Database (ORD), a public repository of structured organic reaction records. describe an organic reaction: reactants, conditions, products, and yield Reactants: O(C1=CC=CC=C1)C(C(=O)O)C ((2RS)-2-phenoxypropionic acid), [Si](C)(C)(C(C)(C)C)O[C@@H]1C=C2C=C[C@@H]([C@@H]([C@H]2[C@H](C1)O)CC[C@@H]1C[C@H](CC(O1)=O)O[Si](C)(C)C(C)(C)C)C ((4R,6R)-6-{(1S,2S,6S,8S,8aR)-2-[1,2,6,7,8,8a-hexahydro-6-t-butyldimethylsilyloxy-8-hydroxy-2-methyl-1-naphthyl]ethyl}tetrahydro-4-t-butyldimethylsilyloxy-2H-pyran-2-one). The product is [Si](C)(C)(C(C)(C)C)O[C@@H]1C=C2C=C[C@@H]([C@@H]([C@H]2[C@H](C1)OC(C(C)OC1=CC=CC=C1)=O)CC[C@@H]1C[C@H](CC(O1)=O)O[Si](C)(C)C(C)(C)C)C ((4R,6R)-6-([1S,2S,6S,8S,8aR]-2-{1,2,6,7,8,8a-Hexahydro-6-t-butyldimethylsilyloxy-8-[(2RS)-2-phenoxypropionyloxy]-2-methyl-1-naphthyl}ethyl)tetrahydro-4-t-butyldimethylsilyloxy-2H-pyran-2-one). Isolated yield 74.4%. As a reaction SMILES: [O:1]([CH:8]([CH3:12])[C:9]([OH:11])=[O:10])[C:2]1[CH:7]=[CH:6][CH:5]=[CH:4][CH:3]=1.[Si:13]([O:20][C@H:21]1[CH2:30][C@H:29](O)[C@H:28]2[C:23]([CH:24]=[CH:25][C@H:26]([CH3:49])[C@@H:27]2[CH2:32][CH2:33][C@H:34]2[O:39][C:38](=[O:40])[CH2:37][C@H:36]([O:41][Si:42]([C:45]([CH3:48])([CH3:47])[CH3:46])([CH3:44])[CH3:43])[CH2:35]2)=[CH:22]1)([C:16]([CH3:19])([CH3:18])[CH3:17])([CH3:15])[CH3:14]>>[Si:13]([O:20][C@H:21]1[CH2:30][C@H:29]([O:10][C:9](=[O:11])[CH:8]([O:1][C:2]2[CH:7]=[CH:6][CH:5]=[CH:4][CH:3]=2)[CH3:12])[C@H:28]2[C:23]([CH:24]=[CH:25][C@H:26]([CH3:49])[C@@H:27]2[CH2:32][CH2:33][C@H:34]2[O:39][C:38](=[O:40])[CH2:37][C@H:36]([O:41][Si:42]([C:45]([CH3:48])([CH3:47])[CH3:46])([CH3:43])[CH3:44])[CH2:35]2)=[CH:22]1)([C:16]([CH3:17])([CH3:18])[CH3:19])([CH3:15])[CH3:14]. Reported procedure: A procedure similar to that described in Example 1, above, was followed, but using 598 mg of (2RS)-2-phenoxypropionic acid and 1.0 g of (4R,6R)-6-{(1S,2S,6S,8S,8aR)-2-[1,2,6,7,8,8a-hexahydro-6-t-butyldimethylsilyloxy-8-hydroxy-2-methyl-1-naphthyl]ethyl}tetrahydro-4-t-butyldimethylsilyloxy-2H-pyran-2-one [prepared as described in Example B, above], to give 944 mg of the title compound as a colorless foam. The reactants are [Si](C)(C)(C(C)(C)C)OCCCN(S(=O)(=O)C1=C(C=CC=C1)[N+](=O)[O-])CCN1CCS(CC1)(=O)=O (N-(3-((tert-butyl(dimethyl)silyl)oxy)propyl)-N-(2-(1,1-dioxido-4-thiomorpholinyl)ethyl)-2-nitrobenzenesulfonamide), C1(=CC=CC=C1)S (thiophenol), C([O-])([O-])=O.[K+].[K+] (Potassium carbonate). The solvent is C(C)#N (acetonitrile), C(C)(=O)OCC (ethyl acetate). Reaction conditions: time 18 hour. The product is [Si](C)(C)(C(C)(C)C)OCCCNCCN1CCS(CC1)(=O)=O (3-((tert-butyl(dimethyl)silyl)oxy)-N-(2-(1,1-dioxido-4-thiomorpholinyl)ethyl)-1-propanamine). Yield: 83.0%. As a reaction SMILES: [Si:1]([O:8][CH2:9][CH2:10][CH2:11][N:12]([CH2:25][CH2:26][N:27]1[CH2:32][CH2:31][S:30](=[O:34])(=[O:33])[CH2:29][CH2:28]1)S(C1C=CC=CC=1[N+]([O-])=O)(=O)=O)([C:4]([CH3:7])([CH3:6])[CH3:5])([CH3:3])[CH3:2].C1(S)C=CC=CC=1.C(=O)([O-])[O-].[K+].[K+]>C(#N)C.C(OCC)(=O)C>[Si:1]([O:8][CH2:9][CH2:10][CH2:11][NH:12][CH2:25][CH2:26][N:27]1[CH2:28][CH2:29][S:30](=[O:34])(=[O:33])[CH2:31][CH2:32]1)([C:4]([CH3:7])([CH3:5])[CH3:6])([CH3:3])[CH3:2] |f:2.3.4|. Procedure details: N-(3-((tert-butyl(dimethyl)silyl)oxy)propyl)-N-(2-(1,1-dioxido-4-thiomorpholinyl)ethyl)-2-nitrobenzenesulfonamide (0.540 g, 1.01 mmol) and thiophenol (0.333 g, 3.02 mmol) were combined in dry acetonitrile (10 mL). Potassium carbonate (0.557 g, 4.03 mmol) was added and the mixture was stirred at rt for 18 h. The mixture was diluted with ethyl acetate and filtered to remove unwanted solids. The crude filtrate was concentrated in vacuo, redissolved in methanol, and loaded onto a strong cation excha...